Dataset: the Open Reaction Database (ORD), a public repository of structured organic reaction records. Task: describe an organic reaction: reactants, conditions, products, and yield Starting materials: [N+](=O)([O-])C=1C=C2C(C(=CNC2=NC1)C#N)=O (6-nitro-4-oxo-1,4-dihydro-[1.8]naphthyridine-3-carbonitrile), P(=O)(Cl)(Cl)Cl (phosphorous oxychloride). The product is ClC1=C(C=NC2=NC=C(C=C12)[N+](=O)[O-])C#N (4-Chloro-6-nitro-[1.8]naphthyridine-3-carbonitrile). Reaction SMILES: [N+:1]([C:4]1[CH:5]=[C:6]2[C:11](=[N:12][CH:13]=1)[NH:10][CH:9]=[C:8]([C:14]#[N:15])[C:7]2=O)([O-:3])=[O:2].P(Cl)(Cl)([Cl:19])=O>>[Cl:19][C:7]1[C:6]2[C:11](=[N:12][CH:13]=[C:4]([N+:1]([O-:3])=[O:2])[CH:5]=2)[N:10]=[CH:9][C:8]=1[C:14]#[N:15]. Reported procedure: A mixture of 19.3 g (89.3 mmol) of 6-nitro-4-oxo-1,4-dihydro-[1.8]naphthyridine-3-carbonitrile in 386 ml of phosphorous oxychloride was refluxed for 24 hr. Excess phosphorous oxychloride was removed. The residue is mixed with ethyl acetate and 15 g of potassium hydroxide in 200 ml of ice water. The organic layer was separated and the aqueous layer was extract several more times with ethyl acetate. The combined volume of extracts was 4000 ml. The extracts were dried of magnesium sulfate and the s...